From a dataset of the Open Reaction Database (ORD), a public repository of structured organic reaction records. describe an organic reaction: reactants, conditions, products, and yield Reactants: C1(CCCCC1)NC1CCCCC1.C(#N)C(CCCCCC(=O)O)C (7-cyanooctanoic acid dicyclohexylamine salt), molar solution, S(=O)(=O)(O)[O-].[Na+] (sodium hydrogen sulphate), C(C)OCC (diethyl ether), Cl.NC(C(=O)C1=CC=C(C=C1)OC)C1=CC=C(C=C1)OC (2-amino-1,2-bis(4-methoxyphenyl)ethanone hydrochloride). The solvent is ClCCl (dichloromethane), N1=CC=CC=C1 (pyridine), O (water). Run at temperature 20 celsius, time 15 minute. Yields the product COC1=CC=C(C=C1)C(C(NC(CCCCCC(C)C#N)=O)C1=CC=C(C=C1)OC)=O ((RS)-1,2-bis(4-methoxyphenyl)-2-(7-cyanooctanamido)ethanone). Yield: 83.7%. RXN SMILES: C1(NC2CCCCC2)CCCCC1.[C:14]([CH:16]([CH3:25])[CH2:17][CH2:18][CH2:19][CH2:20][CH2:21][C:22]([OH:24])=O)#[N:15].S([O-])(O)(=O)=O.[Na+].C(OCC)C.Cl.[NH2:38][CH:39]([C:50]1[CH:55]=[CH:54][C:53]([O:56][CH3:57])=[CH:52][CH:51]=1)[C:40]([C:42]1[CH:47]=[CH:46][C:45]([O:48][CH3:49])=[CH:44][CH:43]=1)=[O:41]>ClCCl.O.N1C=CC=CC=1>[CH3:49][O:48][C:45]1[CH:46]=[CH:47][C:42]([C:40](=[O:41])[CH:39]([C:50]2[CH:55]=[CH:54][C:53]([O:56][CH3:57])=[CH:52][CH:51]=2)[NH:38][C:22](=[O:24])[CH2:21][CH2:20][CH2:19][CH2:18][CH2:17][CH:16]([C:14]#[N:15])[CH3:25])=[CH:43][CH:44]=1 |f:0.1,2.3,5.6|. Reported procedure: 14.4 g of 7-cyanooctanoic acid dicyclohexylamine salt are added to a mixture of 45 cm3 of a molar solution of sodium hydrogen sulphate and 100 cm3 of diethyl ether. The mixture is stirred for 15 minutes at 20° C. and the organic phase is then separated. The latter is dried over magnesium sulphate and filtered and the solvent is evaporated off under reduced pressure. The residue, treated with 24.6 g of thionyl chloride is heated to 50° C. for 3 hours. The mixture is evaporated under reduced press... Reactants: BrC1=CC=C(C#N)C=C1 (4-Bromo-benzonitrile), B1(OC(C(O1)(C)C)(C)C)B2OC(C(O2)(C)C)(C)C (bis(pinacolato)diboron), C(C)(=O)[O-].[K+] (potassium acetate), tetrakis-triphenylphosphine palladium, C(C)OC=1C=C(CC=2C(=NC(=NC2)N)N)C=C(C1I)OCC (5-(3,5-Diethoxy-4-iodo-benzyl)-pyrimidine-2,4-diamine), P(=O)([O-])([O-])[O-].[K+].[K+].[K+] (potassium phosphate). The reagents and catalysts are C1(=CC=CC=C1)P([C-]1C=CC=C1)C1=CC=CC=C1.[C-]1(C=CC=C1)P(C1=CC=CC=C1)C1=CC=CC=C1.[Fe+2].Cl[Pd]Cl (1,1′-bis(diphenylphosphino)ferrocene dichloropalladium(II)). Solvent: CN(C=O)C (dimethylformamide). Run at time 1.5 hour. The product is NC1=NC=C(C(=N1)N)CC1=CC(=C(C(=C1)OCC)C1=CC=C(C=C1)C#N)OCC (4′-(2,4-Diamino-pyrimidin-5-ylmethyl)-2′,6′-diethoxy-biphenyl-4-carbonitrile). As a reaction SMILES: Br[C:2]1[CH:9]=[CH:8][C:5]([C:6]#[N:7])=[CH:4][CH:3]=1.B1(B2OC(C)(C)C(C)(C)O2)OC(C)(C)C(C)(C)O1.C([O-])(=O)C.[K+].[CH2:33]([O:35][C:36]1[CH:37]=[C:38]([CH:48]=[C:49]([O:52][CH2:53][CH3:54])[C:50]=1I)[CH2:39][C:40]1[C:41]([NH2:47])=[N:42][C:43]([NH2:46])=[N:44][CH:45]=1)[CH3:34].P([O-])([O-])([O-])=O.[K+].[K+].[K+]>CN(C)C=O.C1(P(C2C=CC=CC=2)[C-]2C=CC=C2)C=CC=CC=1.[C-]1(P(C2C=CC=CC=2)C2C=CC=CC=2)C=CC=C1.[Fe+2].Cl[Pd]Cl>[NH2:46][C:43]1[N:42]=[C:41]([NH2:47])[C:40]([CH2:39][C:38]2[CH:37]=[C:36]([O:35][CH2:33][CH3:34])[C:50]([C:2]3[CH:9]=[CH:8][C:5]([C:6]#[N:7])=[CH:4][CH:3]=3)=[C:49]([O:52][CH2:53][CH3:54])[CH:48]=2)=[CH:45][N:44]=1 |f:2.3,5.6.7.8,10.11.12.13|. Procedure: 4-Bromo-benzonitrile (186 mg; 1 mmol), bis(pinacolato)diboron (279 mg; 1.1 mmol), potassium acetate (294 mg; 3 mmol) and 1,1′-bis(diphenylphosphino)ferrocene-dichloropalladium(II) (PdCl2(dppf)) (46 mg; 0.06 mmol) are stirred in dimethylformamide (6 ml; dried over a molecular sieve) at a bath temperature of 80° C. for 3 hours while gassing with argon. After cooling to room temperature, dimethylformamide (20 ml; dried over a molecular sieve), tetrakis-triphenylphosphine-palladium (90 mg; 0.078 mmo... Starting materials: Cc1ccccc1, Cl, CCOC(=O)NCCOc1ccc(Oc2cc(F)cc(F)c2)cc1, ClSc1ccccc1, c1ccncc1. Yields the product CCOC(=O)N(CCOc1ccc(Oc2cc(F)cc(F)c2)cc1)Sc1ccccc1. Reaction SMILES: [CH3:34][c:35]1[cH:36][cH:37][cH:38][cH:39][cH:40]1.[ClH:33].[F:9][c:10]1[cH:11][c:12]([O:13][c:14]2[cH:15][cH:16][c:17]([O:18][CH2:19][CH2:20][NH:21][C:22]([O:23][CH2:24][CH3:25])=[O:26])[cH:27][cH:28]2)[cH:29][c:30]([F:32])[cH:31]1.[c:1]1([S:7][Cl:8])[cH:2][cH:3][cH:4][cH:5][cH:6]1.[cH:41]1[cH:42][cH:43][n:44][cH:45][cH:46]1>>[c:1]1([S:7][N:21]([CH2:20][CH2:19][O:18][c:17]2[cH:16][cH:15][c:14]([O:13][c:12]3[cH:11][c:10]([F:9])[cH:31][c:30]([F:32])[cH:29]3)[cH:28][cH:27]2)[C:22]([O:23][CH2:24][CH3:25])=[O:26])[cH:2][cH:3][cH:4][cH:5][cH:6]1. Starting materials: OC1=C(C=C(C(=O)OCC)C=C1)CC(C)=C (Ethyl 4-hydroxy-3-methallylbenzoate). The reagents and catalysts are [Pd] (palladium charcoal). Solvent: C(C)O (ethanol). Reaction conditions: time 41 hour. The product is OC1=C(C=C(C(=O)OCC)C=C1)CC(C)C (ethyl 4-hydroxy-3-isobutylbenzoate). RXN SMILES: [OH:1][C:2]1[CH:12]=[CH:11][C:5]([C:6]([O:8][CH2:9][CH3:10])=[O:7])=[CH:4][C:3]=1[CH2:13][C:14](=[CH2:16])[CH3:15]>C(O)C.[Pd]>[OH:1][C:2]1[CH:12]=[CH:11][C:5]([C:6]([O:8][CH2:9][CH3:10])=[O:7])=[CH:4][C:3]=1[CH2:13][CH:14]([CH3:15])[CH3:16]. Reported procedure: Ethyl 4-hydroxy-3-methallylbenzoate (25.5 g) was dissolved in ethanol (250 ml) and then, with 10% palladium charcoal (2.6 g) added thereto, this mixture was stirred at room temperature for 41 hours under a hydrogen gas atmosphere. After the reaction mixture was filtered, the filtrate was concentrated under a vacuum, thereby yielding 25.6 g of the aimed oily compound.